describe an organic reaction: reactants, conditions, products, and yield From a dataset of the Open Reaction Database (ORD), a public repository of structured organic reaction records. The reactants are CC(=O)Nc1ccc(SCCCCCS(=O)(=O)O)cc1, Cc1cc2c(cc1O)C(C)(C)OC(=O)N2. Product: CC(=O)Nc1ccc(SCCCCOc2cc3c(cc2C)NC(=O)OC3(C)C)cc1. As a reaction SMILES: [C:16]([CH3:17])(=[O:18])[NH:19][c:20]1[cH:21][cH:22][c:23]([S:26][CH2:27][CH2:28][CH2:29][CH2:30][CH2:31][S:32]([OH:33])(=[O:34])=[O:35])[cH:24][cH:25]1.[OH:1][c:2]1[c:3]([CH3:15])[cH:4][c:5]2[c:6]([cH:14]1)[C:7]([CH3:12])([CH3:13])[O:8][C:9](=[O:11])[NH:10]2>>[O:1]([c:2]1[c:3]([CH3:15])[cH:4][c:5]2[c:6]([cH:14]1)[C:7]([CH3:12])([CH3:13])[O:8][C:9](=[O:11])[NH:10]2)[CH2:30][CH2:29][CH2:28][CH2:27][S:26][c:23]1[cH:22][cH:21][c:20]([NH:19][C:16]([CH3:17])=[O:18])[cH:25][cH:24]1. Reactants: O (water), OC1=CC=C(C=C1)C1(C(COC2=C1C=CC(=C2)OCOC)C2=CC=C(C=C2)OCOC)O (4-(4-Hydroxyphenyl)-4-hydroxy-7-methoxymethyloxy-3-[4-(methoxymethyloxy)phenyl]-2,3-dihydro-4H-benzopyran), BrCCCCCCl (1-bromo-5-chloropentane), [OH-].[Na+] (sodium hydroxide). The solvent is CC(=O)C (acetone). Yields the product ClCCCCCOC1=CC=C(C=C1)C1(C(COC2=C1C=CC(=C2)OCOC)C2=CC=C(C=C2)OCOC)O (4-[4-(5chloropentyloxy)phenyl]-4-hydroxy-7-methoxymethyloxy-3-[4-(methoxymethyloxy)phenyl]-2,3-dihydro-4H-benzopyran). Yield: 113.7%. Reaction SMILES: [OH:1][C:2]1[CH:7]=[CH:6][C:5]([C:8]2([OH:32])[C:13]3[CH:14]=[CH:15][C:16]([O:18][CH2:19][O:20][CH3:21])=[CH:17][C:12]=3[O:11][CH2:10][CH:9]2[C:22]2[CH:27]=[CH:26][C:25]([O:28][CH2:29][O:30][CH3:31])=[CH:24][CH:23]=2)=[CH:4][CH:3]=1.Br[CH2:34][CH2:35][CH2:36][CH2:37][CH2:38][Cl:39].[OH-].[Na+].O>CC(C)=O>[Cl:39][CH2:38][CH2:37][CH2:36][CH2:35][CH2:34][O:1][C:2]1[CH:7]=[CH:6][C:5]([C:8]2([OH:32])[C:13]3[CH:14]=[CH:15][C:16]([O:18][CH2:19][O:20][CH3:21])=[CH:17][C:12]=3[O:11][CH2:10][CH:9]2[C:22]2[CH:27]=[CH:26][C:25]([O:28][CH2:29][O:30][CH3:31])=[CH:24][CH:23]=2)=[CH:4][CH:3]=1 |f:2.3|. Reported procedure: 4-(4-Hydroxyphenyl)-4-hydroxy-7-methoxymethyloxy-3-[4-(methoxymethyloxy)phenyl]-2,3-dihydro-4H-benzopyran (180 mg, 0.4 mmol), 1-bromo-5-chloropentane (0.39 ml, 2 mmol) and 2N aqueous sodium hydroxide solution (70 μl, 2 mmol) were dissolved in acetone (4 ml) and then refluxed for 6 hours. The reaction mixture was cooled to room temperature and, after adding water, extracted with ethyl acetate. The organic layer was dried over anhydrous magnesium sulfate, filtered and then concentrated under reduc... Starting materials: CCCBr, Cc1cc(N2CCCC2=O)ccc1-c1ccc(C(=O)N2CCc3cc4c(cc32)C2(CCNCC2)CO4)cc1, CC(C)=O, Cl. The product is CCCN1CCC2(CC1)COc1cc3c(cc12)N(C(=O)c1ccc(-c2ccc(N4CCCC4=O)cc2C)cc1)CC3. Reaction SMILES: [Br:39][CH2:40][CH2:41][CH3:42].[CH3:1][c:2]1[c:3](-[c:14]2[cH:15][cH:16][c:17]([C:20](=[O:21])[N:22]3[CH2:23][CH2:24][c:25]4[cH:26][c:27]5[c:28]([cH:29][c:30]43)[C:31]3([CH2:32][O:33]5)[CH2:34][CH2:35][NH:36][CH2:37][CH2:38]3)[cH:18][cH:19]2)[cH:4][cH:5][c:6]([N:8]2[C:9](=[O:13])[CH2:10][CH2:11][CH2:12]2)[cH:7]1.[CH3:44][C:45](=[O:46])[CH3:47].[ClH:43]>>[CH3:1][c:2]1[c:3](-[c:14]2[cH:15][cH:16][c:17]([C:20](=[O:21])[N:22]3[CH2:23][CH2:24][c:25]4[cH:26][c:27]5[c:28]([cH:29][c:30]43)[C:31]3([CH2:32][O:33]5)[CH2:34][CH2:35][N:36]([CH2:40][CH2:41][CH3:42])[CH2:37][CH2:38]3)[cH:18][cH:19]2)[cH:4][cH:5][c:6]([N:8]2[C:9](=[O:13])[CH2:10][CH2:11][CH2:12]2)[cH:7]1. Starting materials: COC(C1=CC(=CC(=C1)OCCCOC1=CC=C(C=C1)OCC1=CC=CC=C1)O)=O (3-hydroxy-5-[3-[4-(phenylmethoxy)phenoxy]propoxy]benzoic acid methyl ester), BrCCCCCCCCCC (1-bromodecane), C([O-])([O-])=O.[K+].[K+] (potassium carbonate). Solvent: CN(C)C=O (DMF). Run at time 24 hour. Product: COC(C1=CC(=CC(=C1)OCCCOC1=CC=C(C=C1)OCC1=CC=CC=C1)OCCCCCCCCCC)=O (3-(decyloxy)-5-[3-[4-(phenylmethoxy) phenoxy]propoxy]benzoic acid methyl ester). Isolated yield 93.0%. As a reaction SMILES: [CH3:1][O:2][C:3](=[O:30])[C:4]1[CH:9]=[C:8]([O:10][CH2:11][CH2:12][CH2:13][O:14][C:15]2[CH:20]=[CH:19][C:18]([O:21][CH2:22][C:23]3[CH:28]=[CH:27][CH:26]=[CH:25][CH:24]=3)=[CH:17][CH:16]=2)[CH:7]=[C:6]([OH:29])[CH:5]=1.Br[CH2:32][CH2:33][CH2:34][CH2:35][CH2:36][CH2:37][CH2:38][CH2:39][CH2:40][CH3:41].C(=O)([O-])[O-].[K+].[K+]>CN(C=O)C>[CH3:1][O:2][C:3](=[O:30])[C:4]1[CH:9]=[C:8]([O:10][CH2:11][CH2:12][CH2:13][O:14][C:15]2[CH:20]=[CH:19][C:18]([O:21][CH2:22][C:23]3[CH:28]=[CH:27][CH:26]=[CH:25][CH:24]=3)=[CH:17][CH:16]=2)[CH:7]=[C:6]([O:29][CH2:32][CH2:33][CH2:34][CH2:35][CH2:36][CH2:37][CH2:38][CH2:39][CH2:40][CH3:41])[CH:5]=1 |f:2.3.4|. Procedure details: A mixture of 1.0 g (2.45 mmol) of 3-hydroxy-5-[3-[4-(phenylmethoxy)phenoxy]propoxy]benzoic acid methyl ester, 0.6 ml (2.69 mmol) of 1-bromodecane and 0.7 g (4.9 mmol) of potassium carbonate in 20 ml of DMF was stirred at 80° for 24 hours. The usual workup followed by recrystallization from ether-hexane gave 1.25 g (93% yield, mp 68°-70°) of 3-(decyloxy)-5-[3-[4-(phenylmethoxy) phenoxy]propoxy]benzoic acid methyl ester. The reactants are C([O-])([O-])=O.[Na+].[Na+] (sodium carbonate), NC=1N(C(C(N1)(C1=CC=C(C=C1)OC(F)F)C1=CC(=CC=C1)Br)=O)C (2-amino-4-(3-bromophenyl)-4-(4-(difluoromethoxy)phenyl)-1-methyl-1H-imidazol-5(4H)-one), C1(CC1)B1OC(C)(C)C(C)(C)O1 (cyclopropylboronic acid pinacol ester), CCO (EtOH). Reagents/catalysts: [Pd] (palladium(0)). Run in COCCOC (1,2-dimethoxyethane), O (water). Conditions: temperature 165 celsius. Product: NC=1N(C(C(N1)(C1=CC=C(C=C1)OC(F)F)C1=CC(=CC=C1)C1CC1)=O)C (2-amino-4-(3-cyclopropylphenyl)-4-(4-(difluoromethoxy)phenyl)-1-methyl-1H-imidazol-5(4H)-one). RXN SMILES: [NH2:1][C:2]1[N:3]([CH3:25])[C:4](=[O:24])[C:5]([C:17]2[CH:22]=[CH:21][CH:20]=[C:19](Br)[CH:18]=2)([C:7]2[CH:12]=[CH:11][C:10]([O:13][CH:14]([F:16])[F:15])=[CH:9][CH:8]=2)[N:6]=1.[CH:26]1(B2OC(C)(C)C(C)(C)O2)[CH2:28][CH2:27]1.CCO.C(=O)([O-])[O-].[Na+].[Na+]>[Pd].COCCOC.O>[NH2:1][C:2]1[N:3]([CH3:25])[C:4](=[O:24])[C:5]([C:17]2[CH:22]=[CH:21][CH:20]=[C:19]([CH:26]3[CH2:28][CH2:27]3)[CH:18]=2)([C:7]2[CH:12]=[CH:11][C:10]([O:13][CH:14]([F:16])[F:15])=[CH:9][CH:8]=2)[N:6]=1 |f:3.4.5|. Reported procedure: To a microwave vessel containing 2-amino-4-(3-bromophenyl)-4-(4-(difluoromethoxy)phenyl)-1-methyl-1H-imidazol-5(4H)-one (103 mg, 0.25 mmol) and cyclopropylboronic acid pinacol ester (84 mg, 0.5 mmol) in 4 ml of 1:1:3 ratio of EtOH:water:1,2-dimethoxyethane, palladium(0) teterakis and aqueous sodium carbonate (400 μL of 2N solution) were added. The reaction mixture was heated in CEM microwave at 165° C. (40 mW power) for 8 minutes. The reaction mixture was filtered, and partitioned between DCM an... The product is C1(CCC1)C(C(=O)O)(C1=CC=CC=C1)O (2-cyclobutyl-2-hydroxy-2-phenylacetic acid). Isolated yield 36.8%. The reactants are S(=O)([O-])[O-].[Na+].[Na+] (Sodium sulfite), C1(CCC1)C(C#C)(O)C1=CC=CC=C1 (1-cyclobutyl-1-phenyl-2-propin-1-ol), C1(CCC1)C(C#C)(O)C1=CC=CC=C1 (1-cyclobutyl-1-phenyl-2-propin-1-ol), O (water), [Mn](=O)(=O)(=O)[O-].[K+] (potassium permanganate). Reaction SMILES: [CH:1]1([C:5]([C:9]2[CH:14]=[CH:13][CH:12]=[CH:11][CH:10]=2)([OH:8])[C:6]#C)[CH2:4][CH2:3][CH2:2]1.[Mn]([O-])(=O)(=O)=[O:16].[K+].S([O-])([O-])=O.[Na+].[Na+].[OH2:27]>>[CH:1]1([C:5]([OH:8])([C:9]2[CH:14]=[CH:13][CH:12]=[CH:11][CH:10]=2)[C:6]([OH:16])=[O:27])[CH2:4][CH2:3][CH2:2]1 |f:1.2,3.4.5|. Procedure: To 1-cyclobutyl-1-phenyl-2-propin-1-ol (Compound (10), 5.80 g), water (20 ml) was added. Under stirring, an aqueous solution (300 ml) of potassium permanganate (14.0 g) was added dropwise to the resulting mixture at 0° C., followed by vigorous stirring for further 2 hours. Sodium sulfite was added to the reaction mixture at room temperature. The precipitate so obtained was filtered through Celite and the filtrate was extracted with ether. The organic layer was dried over anhydrous sodium sulfate... Starting materials: C(C1=CC=CC=C1)OCCOCC1=CC=C(C=C1)[N+](=O)[O-] (1-{[2-(benzyloxy)ethoxy]-methyl}-4-nitrobenzene). Reagents/catalysts: O=[Pt]=O (PtO2). Run in CCOC(=O)C (EtOAc). Reaction conditions: time 25 minute. Product: C(C1=CC=CC=C1)OCCOCC1=CC=C(N)C=C1 (4-((2-(benzyloxy)ethoxy)methyl)aniline). Reaction SMILES: [CH2:1]([O:8][CH2:9][CH2:10][O:11][CH2:12][C:13]1[CH:18]=[CH:17][C:16]([N+:19]([O-])=O)=[CH:15][CH:14]=1)[C:2]1[CH:7]=[CH:6][CH:5]=[CH:4][CH:3]=1>CCOC(C)=O.O=[Pt]=O>[CH2:1]([O:8][CH2:9][CH2:10][O:11][CH2:12][C:13]1[CH:18]=[CH:17][C:16]([NH2:19])=[CH:15][CH:14]=1)[C:2]1[CH:3]=[CH:4][CH:5]=[CH:6][CH:7]=1. Procedure: To a suspension of Ag2O (4.50 g) in 37 mL distilled CH2Cl2 is added 2-benzyloxyethanol (2.62 mL). The mixture is stirred at room temperature for 15-30 min. 4-Nitrobenzyl bromide (3.98 g) is added and the reaction is stirred at room temperature for 3 days. The reaction mixture is filtered over celite to remove the Ag2O. The filtrate is condensed to obtain a yellow residue. The residue is chromatographed eluting with 7% EtOAc in hexanes. TLC plates are stained in polymolybdic acid to visualize the...